Dataset: the Open Reaction Database (ORD), a public repository of structured organic reaction records. Task: describe an organic reaction: reactants, conditions, products, and yield The reactants are N(=[N+]=[N-])C1=C(C=CC(=C1)Cl)[N+](=O)[O-] (2-azido-4-chloro-1-nitrobenzene), CC(C#C[Mg]Cl)C (3-methyl-1-butynylmagnesium chloride), CC(C#C)C (3-methyl-1-butyne), C(C)(C)[Mg]Cl (iPrMgCl). Solvent: C1CCOC1 (THF). Run at temperature 40 celsius, time 1 hour. Product: ClC=1C=CC(=C(C1)N1N=NC=C1C(C)C)[N+](=O)[O-] (1-(5-chloro-2-nitro-phenyl)-5-isopropyl-1H-[1,2,3]triazole). As a reaction SMILES: [N:1]([C:4]1[CH:9]=[C:8]([Cl:10])[CH:7]=[CH:6][C:5]=1[N+:11]([O-:13])=[O:12])=[N+:2]=[N-:3].[CH3:14][CH:15]([CH3:20])[C:16]#[C:17][Mg]Cl.CC(C)C#C.C([Mg]Cl)(C)C>C1COCC1>[Cl:10][C:8]1[CH:7]=[CH:6][C:5]([N+:11]([O-:13])=[O:12])=[C:4]([N:1]2[C:16]([CH:15]([CH3:20])[CH3:14])=[CH:17][N:3]=[N:2]2)[CH:9]=1. Procedure details: A 30 mL scintillation vial was charged with 2-azido-4-chloro-1-nitrobenzene (200 mg, 1.0 mmol) and 0.75 M 3-methyl-1-butynylmagnesium chloride in THF (1.6 mL, 1.2 mmol; prepared by mixing 3-methyl-1-butyne (120 μL, 1.2 mmol) and iPrMgCl (1.5 mL, 1.0 M in THF) at room temperature, heating to 40° C. for 30 minutes then cooling to room temperature). The reaction was allowed to stir at room temperature for 1 hour after which the reaction was quenched with SiO2 and the solvent removed. The product (a... The product is CCC1(NC(CO)C2COC(C)(C)O2)C=CC=CC1. Reactants: COC(C)(C)OC, CS(=O)(=O)O, CC(C)=O, CCC1(NC2COC(C)(C)OCC2O)C=CC=CC1. As a reaction SMILES: [CH3:1][O:2][C:3]([O:4][CH3:5])([CH3:6])[CH3:7].[CH3:27][S:28](=[O:29])(=[O:30])[OH:31].[CH3:32][C:33](=[O:34])[CH3:35].[CH3:8][C:9]1([CH3:26])[O:10][CH2:11][CH:12]([NH:17][C:18]2([CH2:19][CH3:20])[CH2:21][CH:22]=[CH:23][CH:24]=[CH:25]2)[CH:13]([OH:16])[CH2:14][O:15]1>>[CH3:8][C:9]1([CH3:26])[O:10][CH:11]([CH:12]([CH2:13][OH:16])[NH:17][C:18]2([CH2:19][CH3:20])[CH2:21][CH:22]=[CH:23][CH:24]=[CH:25]2)[CH2:14][O:15]1. Reactants: COc1ccc(CCN(C)CCCN2CCc3cc(OC)c(OC)cc3C(=O)C2=O)cc1OC, CCO, CC(C)=O, Cl, NO, [Na+], [Na+], O=C([O-])[O-]. Product: COc1ccc(CCN(C)CCCN2CCc3cc(OC)c(OC)cc3C(=NO)C2=O)cc1OC, Cl. Reaction SMILES: [CH3:1][O:2][c:3]1[cH:4][c:5]2[c:6]([cH:31][c:32]1[O:33][CH3:34])[C:7](=[O:30])[C:8](=[O:29])[N:9]([CH2:12][CH2:13][CH2:14][N:15]([CH2:16][CH2:17][c:18]1[cH:19][c:20]([O:26][CH3:27])[c:21]([O:24][CH3:25])[cH:22][cH:23]1)[CH3:28])[CH2:10][CH2:11]2.[CH3:44][CH2:45][OH:46].[CH3:47][C:48](=[O:49])[CH3:50].[ClH:35].[NH2:36][OH:37].[Na+:38].[Na+:39].[O-:40][C:41](=[O:42])[O-:43]>>[CH3:1][O:2][c:3]1[cH:4][c:5]2[c:6]([cH:31][c:32]1[O:33][CH3:34])[C:7](=[N:36][OH:37])[C:8](=[O:29])[N:9]([CH2:12][CH2:13][CH2:14][N:15]([CH2:16][CH2:17][c:18]1[cH:19][c:20]([O:26][CH3:27])[c:21]([O:24][CH3:25])[cH:22][cH:23]1)[CH3:28])[CH2:10][CH2:11]2.[ClH:35]. Reactants: C#CCOC1CCC2(CC1)OCCO2, C1CCOC1, O. Product: C#CCOC1CCC(=O)CC1. RXN SMILES: [CH2:1]([C:2]#[CH:3])[O:4][CH:5]1[CH2:6][CH2:7][C:8]2([O:9][CH2:12][CH2:11][O:10]2)[CH2:13][CH2:14]1.[O:15]1[CH2:16][CH2:17][CH2:18][CH2:19]1.[OH2:20]>>[CH2:1]([C:2]#[CH:3])[O:4][CH:5]1[CH2:6][CH2:7][C:8](=[O:9])[CH2:13][CH2:14]1. Starting materials: NC1=CC(=C(C(=O)O)C=C1Cl)OCC1=CC(=CC=C1)I (4-amino-5-chloro-2-[(3-iodophenyl)methoxy]benzoic acid), C(=O)(N1C=NC=C1)N1C=NC=C1 (1,1'-carbonyldiimidazole), N[C@H]1CN2CCC1CC2 ((R)-3-aminoquinuclidine). Run in O1CCCC1 (tetrahydrofuran), CN(C=O)C (N,N-dimethylformamide), O1CCCC1 (tetrahydrofuran). Conditions: time 45 minute. Yields the product NC1=CC(=C(C(=O)N[C@H]2CN3CCC2CC3)C=C1Cl)OCC1=CC(=CC=C1)I ((R)-(+)-4-Amino-N-(1-azabicyclo[2.2.2]oct-3-yl)-5-chloro-2-[(3-iodophenyl)methoxy]benzamide). Yield: 25.6%. As a reaction SMILES: [NH2:1][C:2]1[C:10]([Cl:11])=[CH:9][C:5]([C:6]([OH:8])=O)=[C:4]([O:12][CH2:13][C:14]2[CH:19]=[CH:18][CH:17]=[C:16]([I:20])[CH:15]=2)[CH:3]=1.C(N1C=CN=C1)(N1C=CN=C1)=O.[NH2:33][C@@H:34]1[CH:39]2[CH2:40][CH2:41][N:36]([CH2:37][CH2:38]2)[CH2:35]1>O1CCCC1.CN(C)C=O>[NH2:1][C:2]1[C:10]([Cl:11])=[CH:9][C:5]([C:6]([NH:33][C@@H:34]2[CH:39]3[CH2:40][CH2:41][N:36]([CH2:37][CH2:38]3)[CH2:35]2)=[O:8])=[C:4]([O:12][CH2:13][C:14]2[CH:19]=[CH:18][CH:17]=[C:16]([I:20])[CH:15]=2)[CH:3]=1. Reported procedure: A solution of 4-amino-5-chloro-2-[(3-iodophenyl)methoxy]benzoic acid (3.23 g, 8.0 mmol) in anhydrous tetrahydrofuran (4 mL) and anhydrous N,N-dimethylformamide (4 mL) under nitrogen was treated with 1,1'-carbonyldiimidazole (1.46 g, 9.9 mmol), stirred for 45 minutes, and degassed over 15 minutes under a stream of nitrogen. A solution of (R)-3-aminoquinuclidine (1.54 g, 12.2 mmol) in anhydrous tetrahydrofuran (4 mL) was added, and the mixture was stirred at room temperature for 18 hours, warmed t... The product is CCOc1nccc2c1C(c1cccc3c(=O)cc(C)oc13)C(C(=O)OCCC#N)=C(C)N2. Reaction SMILES: [CH3:1][C:2]1=[C:11]([C:12](=[O:13])[O:14][CH2:15][CH2:16][C:17]#[N:18])[CH:10]([c:19]2[cH:20][cH:21][cH:22][c:23]3[c:24](=[O:30])[cH:25][c:26]([CH3:29])[o:27][c:28]23)[c:9]2[c:4]([cH:5][cH:6][nH:7][c:8]2=[O:31])[NH:3]1.[CH:37]([O:38][CH2:41][CH3:42])([O:43][CH2:44][CH3:45])[O:46][CH2:39][CH3:40].[S:32](=[O:33])(=[O:34])([OH:35])[OH:36]>>[CH3:1][C:2]1=[C:11]([C:12](=[O:13])[O:14][CH2:15][CH2:16][C:17]#[N:18])[CH:10]([c:19]2[cH:20][cH:21][cH:22][c:23]3[c:24](=[O:30])[cH:25][c:26]([CH3:29])[o:27][c:28]23)[c:9]2[c:4]([cH:5][cH:6][n:7][c:8]2[O:31][CH2:39][CH3:40])[NH:3]1. The reactants are CC1=C(C(=O)OCCC#N)C(c2cccc3c(=O)cc(C)oc23)c2c(cc[nH]c2=O)N1, CCOC(OCC)OCC, O=S(=O)(O)O.